This data is from the Open Reaction Database (ORD), a public repository of structured organic reaction records. The task is: describe an organic reaction: reactants, conditions, products, and yield The reactants are ClCCCBr, O=C([O-])[O-], CC(C)=O, CC(C)c1ccc(O)cc1, [K+], [K+]. Yields the product CC(C)c1ccc(OCCCCl)cc1. As a reaction SMILES: [Br:11][CH2:12][CH2:13][CH2:14][Cl:15].[C:16](=[O:17])([O-:18])[O-:19].[CH3:22][C:23](=[O:24])[CH3:25].[CH:1]([CH3:2])([CH3:3])[c:4]1[cH:5][cH:6][c:7]([OH:10])[cH:8][cH:9]1.[K+:20].[K+:21]>>[CH:1]([CH3:2])([CH3:3])[c:4]1[cH:5][cH:6][c:7]([O:10][CH2:12][CH2:13][CH2:14][Cl:15])[cH:8][cH:9]1. The reactants are CN1CCCCC1CN1CCN(C(=O)OC(C)(C)C)CC1, Cl, C1COCCO1. Product: CN1CCCCC1CN1CCNCC1. RXN SMILES: [C:2]([O:3][C:4](=[O:5])[N:9]1[CH2:10][CH2:11][N:12]([CH2:15][CH:16]2[N:17]([CH3:22])[CH2:18][CH2:19][CH2:20][CH2:21]2)[CH2:13][CH2:14]1)([CH3:6])([CH3:7])[CH3:8].[ClH:1].[O:23]1[CH2:24][CH2:25][O:26][CH2:27][CH2:28]1>>[NH:9]1[CH2:10][CH2:11][N:12]([CH2:15][CH:16]2[N:17]([CH3:22])[CH2:18][CH2:19][CH2:20][CH2:21]2)[CH2:13][CH2:14]1. The reactants are CCOC=C(C(=O)OCC)C(=O)OCC, CCO, Nc1ccc(I)cc1. The product is CCOC(=O)C(=CNc1ccc(I)cc1)C(=O)OCC. RXN SMILES: [CH2:9]([O:10][CH:12]=[C:13]([C:14](=[O:15])[O:16][CH2:17][CH3:18])[C:19](=[O:20])[O:21][CH2:22][CH3:23])[CH3:11].[CH3:24][CH2:25][OH:26].[I:1][c:2]1[cH:3][cH:4][c:5]([NH2:6])[cH:7][cH:8]1>>[I:1][c:2]1[cH:3][cH:4][c:5]([NH:6][CH:12]=[C:13]([C:14](=[O:15])[O:16][CH2:17][CH3:18])[C:19](=[O:20])[O:21][CH2:22][CH3:23])[cH:7][cH:8]1.